From a dataset of the Open Reaction Database (ORD), a public repository of structured organic reaction records. describe an organic reaction: reactants, conditions, products, and yield Solvent: CC(=O)C (acetone). Procedure: 2-ethyl-4-(1-methyl piperidin-4-yloxy)-9,10-dihydro-4H-3,10a-diaza-benzo[f]azulene is dissolved in acetone (1.7 mL) and oxalic acid (1 equivalent) is added. Acetone is removed under reduced pressure to afford 2-ethyl-4-(1-methylpiperidin-4-yloxy)-9,10-dihydro-4H-3,10a-diaza-benzo[f]azulene oxalate. Yields the product C(C(=O)O)(=O)O.C(C)C1=CN2CCC3=C(C(C2=N1)OC1CCN(CC1)C)C=CC=C3 (2-ethyl-4-(1-methylpiperidin-4-yloxy)-9,10-dihydro-4H-3,10a-diaza-benzo[f]azulene oxalate). RXN SMILES: [CH2:1]([C:3]1[N:12]=[C:11]2[N:5]([CH2:6][CH2:7][C:8]3[CH:24]=[CH:23][CH:22]=[CH:21][C:9]=3[CH:10]2[O:13][CH:14]2[CH2:19][CH2:18][N:17]([CH3:20])[CH2:16][CH2:15]2)[CH:4]=1)[CH3:2].[C:25]([OH:30])(=[O:29])[C:26]([OH:28])=[O:27]>CC(C)=O>[C:25]([OH:30])(=[O:29])[C:26]([OH:28])=[O:27].[CH2:1]([C:3]1[N:12]=[C:11]2[N:5]([CH2:6][CH2:7][C:8]3[CH:24]=[CH:23][CH:22]=[CH:21][C:9]=3[CH:10]2[O:13][CH:14]2[CH2:19][CH2:18][N:17]([CH3:20])[CH2:16][CH2:15]2)[CH:4]=1)[CH3:2] |f:3.4|. Reactants: C(C)C1=CN2CCC3=C(C(C2=N1)OC1CCN(CC1)C)C=CC=C3 (2-ethyl-4-(1-methyl piperidin-4-yloxy)-9,10-dihydro-4H-3,10a-diaza-benzo[f]azulene), C(C(=O)O)(=O)O (oxalic acid).